From a dataset of the Open Reaction Database (ORD), a public repository of structured organic reaction records. describe an organic reaction: reactants, conditions, products, and yield Reactants: ClC1=NC(=NC(=C1CCC(=O)OCC)C)COC (ethyl 3-(4-chloro-6-methyl-2-methoxymethylpyrimidin-5-yl)propionate), Cl.BrC1=CC=C(CN)C=C1 (4-bromobenzylamine hydrochloride), C(=O)(O)[O-].[Na+] (NaHCO3). The solvent is C(CCC)O (nBuOH). Product: BrC1=CC=C(C=C1)CN1C(CCC2=C1N=C(N=C2C)COC)=O (8-[(4-Bromophenyl)methyl]-4-methyl-2-methoxymethyl-5,8-dihydro-6H-pyrido[2,3-d]pyrimidin-7-one). Yield: 73.6%. RXN SMILES: Cl[C:2]1[C:7]([CH2:8][CH2:9][C:10]([O:12]CC)=O)=[C:6]([CH3:15])[N:5]=[C:4]([CH2:16][O:17][CH3:18])[N:3]=1.Cl.[Br:20][C:21]1[CH:28]=[CH:27][C:24]([CH2:25][NH2:26])=[CH:23][CH:22]=1.C([O-])(O)=O.[Na+]>C(O)CCC>[Br:20][C:21]1[CH:28]=[CH:27][C:24]([CH2:25][N:26]2[C:2]3[N:3]=[C:4]([CH2:16][O:17][CH3:18])[N:5]=[C:6]([CH3:15])[C:7]=3[CH2:8][CH2:9][C:10]2=[O:12])=[CH:23][CH:22]=1 |f:1.2,3.4|. Reported procedure: A mixture of ethyl 3-(4-chloro-6-methyl-2-methoxymethylpyrimidin-5-yl)propionate (3.6 g, 0.013 mol), 4-bromobenzylamine hydrochloride (3.0 g, 0.013 mol), NaHCO3 (2.4 g, 0.028 mol), and nBuOH (25 mL) was heated under reflux for 24 h. The mixture was concentrated, taken up in water, and extracted with CH2Cl2. The combined extracts were dried (MgSO4) and concentrated to give a brown oil. Purification by flash chromatography (5% MeOH/CH2Cl2) gave 3.6 g (72%) of product as an off-white solid, mp 64°-... The reactants are CCN=C=NCCCN(C)C, CN(C)c1ccncc1, O=C(O)CC(=O)N1CCC(Oc2ccccc2Cl)CC1, Cl, CN(C)C=O, O, On1nnc2ccccc21, Nc1ccc(-c2ccccc2)nc1. The product is O=C(CC(=O)N1CCC(Oc2ccccc2Cl)CC1)Nc1ccc(-c2ccccc2)nc1. Reaction SMILES: [CH3:31][CH2:32][N:33]=[C:34]=[N:35][CH2:36][CH2:37][CH2:38][N:39]([CH3:40])[CH3:41].[CH3:61][N:62]([c:63]1[cH:64][cH:65][n:66][cH:67][cH:68]1)[CH3:69].[Cl:1][c:2]1[c:3]([O:4][CH:5]2[CH2:6][CH2:7][N:8]([C:11]([CH2:12][C:13](=[O:14])[OH:15])=[O:16])[CH2:9][CH2:10]2)[cH:17][cH:18][cH:19][cH:20]1.[ClH:42].[O:56]=[CH:57][N:58]([CH3:59])[CH3:60].[OH2:70].[OH:21][n:22]1[c:23]2[c:24]([cH:25][cH:26][cH:27][cH:28]2)[n:29][n:30]1.[c:43]1(-[c:49]2[cH:50][cH:51][c:52]([NH2:55])[cH:53][n:54]2)[cH:44][cH:45][cH:46][cH:47][cH:48]1>>[Cl:1][c:2]1[c:3]([O:4][CH:5]2[CH2:6][CH2:7][N:8]([C:11]([CH2:12][C:13](=[O:15])[NH:55][c:52]3[cH:51][cH:50][c:49](-[c:43]4[cH:44][cH:45][cH:46][cH:47][cH:48]4)[n:54][cH:53]3)=[O:16])[CH2:9][CH2:10]2)[cH:17][cH:18][cH:19][cH:20]1. The reactants are CCOP(=O)(CCCBr)OCC, CO, Cl, NO, [Na+], [OH-], O. Yields the product CCOP(=O)(CCCNO)OCC. Reaction SMILES: [Br:8][CH2:9][CH2:10][CH2:11][P:12]([O:13][CH2:14][CH3:15])([O:16][CH2:17][CH3:18])=[O:19].[CH3:6][OH:7].[ClH:1].[NH2:2][OH:3].[Na+:5].[OH-:4].[OH2:20]>>[NH:2]([OH:3])[CH2:9][CH2:10][CH2:11][P:12]([O:13][CH2:14][CH3:15])([O:16][CH2:17][CH3:18])=[O:19].